Dataset: the Open Reaction Database (ORD), a public repository of structured organic reaction records. Task: describe an organic reaction: reactants, conditions, products, and yield Yields the product COc1cc(NC(=O)NC(c2ccc(C(=O)O)cc2)c2ccccc2C2CCCCC2)cc(C(F)(F)F)c1. Reaction SMILES: [CH3:1][O:2][C:3]([c:4]1[cH:5][cH:6][c:7]([CH:10]([c:11]2[c:12]([CH:17]3[CH2:18][CH2:19][CH2:20][CH2:21][CH2:22]3)[cH:13][cH:14][cH:15][cH:16]2)[NH:23][C:24](=[O:25])[NH:26][c:27]2[cH:28][c:29]([O:37][CH3:38])[cH:30][c:31]([C:33]([F:34])([F:35])[F:36])[cH:32]2)[cH:8][cH:9]1)=[O:39].[CH3:42][CH2:43][O:44][C:45](=[O:46])[CH3:47].[CH3:48][CH2:49][OH:50].[Na+:41].[OH-:40]>>[O:2]=[C:3]([c:4]1[cH:5][cH:6][c:7]([CH:10]([c:11]2[c:12]([CH:17]3[CH2:18][CH2:19][CH2:20][CH2:21][CH2:22]3)[cH:13][cH:14][cH:15][cH:16]2)[NH:23][C:24](=[O:25])[NH:26][c:27]2[cH:28][c:29]([O:37][CH3:38])[cH:30][c:31]([C:33]([F:34])([F:35])[F:36])[cH:32]2)[cH:8][cH:9]1)[OH:39]. Reactants: COC(=O)c1ccc(C(NC(=O)Nc2cc(OC)cc(C(F)(F)F)c2)c2ccccc2C2CCCCC2)cc1, CCOC(C)=O, CCO, [Na+], [OH-]. Solvent: CO (methanol), O (water). RXN SMILES: CN([CH2:4][C:5]1[C:13]2[C:8](=[CH:9][CH:10]=[C:11]([F:14])[CH:12]=2)[NH:7][CH:6]=1)C.[C-:15]#[N:16].[K+].CI>CO.O>[F:14][C:11]1[CH:12]=[C:13]2[C:8](=[CH:9][CH:10]=1)[NH:7][CH:6]=[C:5]2[CH2:4][C:15]#[N:16] |f:1.2|. Reactants: CN(C)CC1=CNC2=CC=C(C=C12)F (3-dimethylaminomethyl-5-fluoroindole), CN(C)CC1=CNC2=C1C=C(C=C2)F (5-fluorogramine), [C-]#N.[K+] (KCN), Heterocyclic, CI (methyl iodide). The product is FC=1C=C2C(=CNC2=CC1)CC#N (5-Fluoroindole-3-acetonitrile). Procedure: A mixture of 38 g of 3-dimethylaminomethyl-5-fluoroindole (0.198 mole; cf. Hoffman et al. J. Heterocyclic Chem. 2, 298 (1965); of the 5-fluorogramine therein) in 500 ml of methanol was prepared. Then a solution of 25.7 g of KCN (0.396 mole) in 50 ml of water was added, with stirring. The stirred mixture was cooled to 20° C. and 34.6 ml of methyl iodide (0.556 mole) was added over a 20 minute period. The mixture was then stirred at about 20° C. for 16 hours. The solvent was removed by evaporation... Run at temperature 20 celsius. Starting materials: NC=1C(=C(C(=CC1I)I)CCCCCCCCCCCC(=O)O)I (12-(3-amino-2,4,6-triiodophenyl)dodecanoic acid), BrCCCCCCCCCCC(=O)O (11-Bromoundecanoic acid), OS(=O)(=O)O (H2SO4). Solvent: C(C)O (ethanol). Product: C(C)OC(CCCCCCCCCCBr)=O (ethyl-11-bromoundecanoate). RXN SMILES: N[C:2]1C(I)=C(CCCCCCCCCCCC(O)=O)C(I)=C[C:7]=1I.[Br:25][CH2:26][CH2:27][CH2:28][CH2:29][CH2:30][CH2:31][CH2:32][CH2:33][CH2:34][CH2:35][C:36]([OH:38])=[O:37].OS(O)(=O)=O>C(O)C>[CH2:2]([O:37][C:36](=[O:38])[CH2:35][CH2:34][CH2:33][CH2:32][CH2:31][CH2:30][CH2:29][CH2:28][CH2:27][CH2:26][Br:25])[CH3:7]. Reported procedure: In this example, 12-(3-amino-2,4,6-triiodophenyl)dodecanoic acid is synthesized. 11-Bromoundecanoic acid (54.0 g, 200 mmol) was refluxed overnight with 150 ml absolute ethanol and a catalytic amount (1.0 ml) H2SO4. The solvent was removed in vacuo and the residue was dissolved in 100 ml CHCl3 and extracted with 100 ml H2O, twice with 100 ml 10% aq. NaHCO3, 100 ml water, and brine, and was dried with MgSO4Removal of the solvent in vacuo and distillation of the remaining yellow liquid under vacuum... Starting materials: CCOC(=O)C(C)(C)Oc1ccc(OCCc2nc(-c3cccc(-c4ccc(C=O)cc4)c3)oc2C)cc1, CCOC(C)=O, CCO, Cl, [Na+], [OH-]. Product: Cc1oc(-c2cccc(-c3ccc(C=O)cc3)c2)nc1CCOc1ccc(OC(C)(C)C(=O)O)cc1. RXN SMILES: [CH2:1]([CH3:2])[O:3][C:4]([C:5]([CH3:6])([CH3:7])[O:8][c:9]1[cH:10][cH:11][c:12]([O:15][CH2:16][CH2:17][c:18]2[n:19][c:20](-[c:24]3[cH:25][c:26](-[c:30]4[cH:31][cH:32][c:33]([CH:36]=[O:37])[cH:34][cH:35]4)[cH:27][cH:28][cH:29]3)[o:21][c:22]2[CH3:23])[cH:13][cH:14]1)=[O:38].[CH3:42][CH2:43][O:44][C:45](=[O:46])[CH3:47].[CH3:48][CH2:49][OH:50].[ClH:41].[Na+:40].[OH-:39]>>[O:3]=[C:4]([C:5]([CH3:6])([CH3:7])[O:8][c:9]1[cH:10][cH:11][c:12]([O:15][CH2:16][CH2:17][c:18]2[n:19][c:20](-[c:24]3[cH:25][c:26](-[c:30]4[cH:31][cH:32][c:33]([CH:36]=[O:37])[cH:34][cH:35]4)[cH:27][cH:28][cH:29]3)[o:21][c:22]2[CH3:23])[cH:13][cH:14]1)[OH:38]. Reaction SMILES: [C:16]([CH:17]=[CH2:18])(=[O:19])[O:20][CH3:21].[C:25]([O-:26])(=[O:27])[CH3:28].[C:30]([O-:31])(=[O:32])[CH3:33].[CH3:1][c:2]1[c:3]2[cH:4][c:5]([C:12](=[O:13])[O:14][CH3:15])[nH:6][c:7]2[c:8]([CH3:11])[cH:9][cH:10]1.[CH3:22][C:23]#[N:24].[Pd+2:29]>>[CH3:1][c:2]1[c:3]2[c:4]([CH:18]=[CH:17][C:16](=[O:19])[O:20][CH3:21])[c:5]([C:12](=[O:13])[O:14][CH3:15])[nH:6][c:7]2[c:8]([CH3:11])[cH:9][cH:10]1. Starting materials: C=CC(=O)OC, CC(=O)[O-], CC(=O)[O-], COC(=O)c1cc2c(C)ccc(C)c2[nH]1, CC#N, [Pd+2]. Product: COC(=O)C=Cc1c(C(=O)OC)[nH]c2c(C)ccc(C)c12. Reactants: S(C=1C=CC(=CC1)C=2C=CC=CC2)C. The reagents and catalysts are FC(F)(F)C1OB(OC1)C=2C=CC=CC2C=3C=NC(=CC3)C4=NC=CC=C4, O1B(OC(C)(C)C1(C)C)B2OC(C)(C)C(O2)(C)C, C[OH2+].C[OH2+].C1CC=CCCC=C1.C1CC=CCCC=C1.[Ir].[Ir]. Solvent: C=1C=C(C=CC1C)C. Reaction conditions: temperature 55 celsius, time 24 hour. The product is O1B(OC(C)(C)C1(C)C)C=2C=C(C=CC2SC)C=3C=CC=CC3. Isolated yield 86.0%. Procedure: Ligand 3f: A mixture of ortho- and meta-borylated products (140 mg, 86% yield, ortho/meta + para = >30); ortho-borylated product 4g was obtained by further purification by GPC (128 mg, 79% yield), white solid (mp. 116-118 oC) Reactants: FC(C1=CC=C(C=N1)CNC1=CC=C(C=N1)C1=NC=2N(C(N(C(C2N1)=O)C1CC1)=O)CCC)(F)F (8-(6-((6-(trifluoromethyl)pyridin-3-yl)methylamino)pyridin-3-yl)-1-cyclopropyl-3-propyl-1H-purine-2,6(3H,7H)-dione), C(C(C)(C)C)(=O)Cl (pivaloyl chloride). The solvent is N1=CC=CC=C1 (pyridine). Conditions: time 24 hour. The product is C1(CC1)N1C(N(C=2N=C(NC2C1=O)C=1C=CC(=NC1)N(C(C(C)(C)C)=O)CC=1C=NC(=CC1)C(F)(F)F)CCC)=O (N-[5-(1-Cyclopropyl-2,6-dioxo-3-propyl-2,3,6,7-tetrahydro-1H-purin-8-yl)-pyridin-2-yl-]2,2-dimethyl-N-(6-trifluoromethyl-pyridin-3-ylmethyl)-propionamide). As a reaction SMILES: [F:1][C:2]([F:35])([F:34])[C:3]1[N:8]=[CH:7][C:6]([CH2:9][NH:10][C:11]2[N:16]=[CH:15][C:14]([C:17]3[NH:25][C:24]4[C:23](=[O:26])[N:22]([CH:27]5[CH2:29][CH2:28]5)[C:21](=[O:30])[N:20]([CH2:31][CH2:32][CH3:33])[C:19]=4[N:18]=3)=[CH:13][CH:12]=2)=[CH:5][CH:4]=1.[C:36](Cl)(=[O:41])[C:37]([CH3:40])([CH3:39])[CH3:38]>N1C=CC=CC=1>[CH:27]1([N:22]2[C:23](=[O:26])[C:24]3[NH:25][C:17]([C:14]4[CH:13]=[CH:12][C:11]([N:10]([CH2:9][C:6]5[CH:7]=[N:8][C:3]([C:2]([F:1])([F:34])[F:35])=[CH:4][CH:5]=5)[C:36](=[O:41])[C:37]([CH3:40])([CH3:39])[CH3:38])=[N:16][CH:15]=4)=[N:18][C:19]=3[N:20]([CH2:31][CH2:32][CH3:33])[C:21]2=[O:30])[CH2:28][CH2:29]1. Procedure details: 8-(6-((6-(trifluoromethyl)pyridin-3-yl)methylamino)pyridin-3-yl)-1-cyclopropyl-3-propyl-1H-purine-2,6(3H,7H)-dione (35 mg, 0.07 mmol) was dissolved in pyridine (5 ml) at 60° C. After cooling, pivaloyl chloride (100 mg, 0.83 mmol) was added. The mixture was stirred at room temperature for 24 h. After quenching with ice, the mixture was evaporated and purified by silica gel column to give product (4).